The task is: describe an organic reaction: reactants, conditions, products, and yield. This data is from the Open Reaction Database (ORD), a public repository of structured organic reaction records. Starting materials: CCO, ClCCl, N#CCc1cccnc1Cl, Cl. Yields the product CCOC(=N)Cc1cccnc1Cl. As a reaction SMILES: [CH3:11][CH2:12][OH:13].[Cl:15][CH2:16][Cl:17].[Cl:1][c:2]1[n:3][cH:4][cH:5][cH:6][c:7]1[CH2:8][C:9]#[N:10].[ClH:14]>>[Cl:1][c:2]1[n:3][cH:4][cH:5][cH:6][c:7]1[CH2:8][C:9](=[NH:10])[O:13][CH2:12][CH3:11]. Starting materials: Cl (hydrochloric acid), S(O)(O)(=O)=O (sulphuric acid), C(=O)(OCC)C1C(C(C(NC1)CC1=CC(=CC=C1)OC)(C)C)=O (5-carboethoxy-3,3-dimethyl-2-(3-methoxyphenyl)methyl-4-piperidone), [OH-].[Na+] (sodium hydroxide). Solvent: C(C)O.O (ethanol water). Product: CC1(C(NCCC1)=O)C (3,3-dimethylpiperidone), Cl.COC=1C=C(C=CC1)CC1NCCC(C1(C)C)=O (2-(3-methoxyphenyl)methyl-3,3-dimethyl-4-piperidone-hydrochloride). As a reaction SMILES: C([CH:6]1[CH2:11][NH:10][CH:9]([CH2:12][C:13]2[CH:18]=[CH:17][CH:16]=[C:15]([O:19][CH3:20])[CH:14]=2)[C:8]([CH3:22])([CH3:21])[C:7]1=[O:23])(OCC)=O.[OH-].[Na+].[ClH:26].S(=O)(=O)(O)[OH:28]>C(O)C.O>[CH3:21][C:8]1([CH3:22])[CH2:7][CH2:6][CH2:11][NH:10][C:9]1=[O:28].[ClH:26].[CH3:20][O:19][C:15]1[CH:14]=[C:13]([CH2:12][CH:9]2[C:8]([CH3:21])([CH3:22])[C:7](=[O:23])[CH2:6][CH2:11][NH:10]2)[CH:18]=[CH:17][CH:16]=1 |f:1.2,5.6,8.9|. Reported procedure: Process for preparing norbenzomorphan of general formula 1 wherein R1 is defined as in claim 1, according to claim 3, characterised in that a) a benzylcyanide of general formula 2 is reacted with ethyl bromoisobutylbutyrate (3) in the presence of chlorotrimethylsilane and zinc powder in dichloromethane after diluting with tetrahydrofuran, the reaction mixture is heated, then when the reaction has ended it is allowed to cool, the zinc powder is separated off and the reaction mixture is combined w... Starting materials: COC1=CC=C(CN(C2=NC(=NC(=N2)C)C=2C(=NC=C(C=O)C2)NC=2C=NC(=CC2)OC)CC2=CC=C(C=C2)OC)C=C1 (5-(4-(bis(4-methoxybenzyl)amino)-6-methyl-1,3,5-triazin-2-yl)-6-(6-methoxypyridin-3-ylamino)nicotinaldehyde), N1C[C@@H](CC1)CO ((R)-pyrrolidin-3-yl-methanol), CO (methanol), CO (MeOH), crude product, C(C)(=O)O[BH-](OC(C)=O)OC(C)=O.[Na+] (sodium triacetoxyborohydride). Solvent: ClCCl (dichloromethane), C(Cl)Cl (CH2Cl2). Reaction conditions: time 8 hour. The product is COC1=CC=C(CN(C2=NC(=NC(=N2)C)C=2C=C(C=NC2NC=2C=NC(=CC2)OC)CN2C[C@@H](CC2)CO)CC2=CC=C(C=C2)OC)C=C1 ((R)-(1-((5-(4-(bis(4-methoxybenzyl)amino)-6-methyl-1,3,5-triazin-2-yl)-6-(6-methoxypyridin-3-ylamino)pyridin-3-yl)methyl)pyrrolidin-3-yl)methanol). Isolated yield 52.9%. RXN SMILES: [CH3:1][O:2][C:3]1[CH:43]=[CH:42][C:6]([CH2:7][N:8]([CH2:33][C:34]2[CH:39]=[CH:38][C:37]([O:40][CH3:41])=[CH:36][CH:35]=2)[C:9]2[N:14]=[C:13]([CH3:15])[N:12]=[C:11]([C:16]3[C:17]([NH:24][C:25]4[CH:26]=[N:27][C:28]([O:31][CH3:32])=[CH:29][CH:30]=4)=[N:18][CH:19]=[C:20]([CH:23]=3)[CH:21]=O)[N:10]=2)=[CH:5][CH:4]=1.[NH:44]1[CH2:48][CH2:47][C@@H:46]([CH2:49][OH:50])[CH2:45]1.CO.C(O[BH-](OC(=O)C)OC(=O)C)(=O)C.[Na+]>C(Cl)Cl>[CH3:1][O:2][C:3]1[CH:43]=[CH:42][C:6]([CH2:7][N:8]([CH2:33][C:34]2[CH:39]=[CH:38][C:37]([O:40][CH3:41])=[CH:36][CH:35]=2)[C:9]2[N:14]=[C:13]([CH3:15])[N:12]=[C:11]([C:16]3[CH:23]=[C:20]([CH2:21][N:44]4[CH2:48][CH2:47][C@@H:46]([CH2:49][OH:50])[CH2:45]4)[CH:19]=[N:18][C:17]=3[NH:24][C:25]3[CH:26]=[N:27][C:28]([O:31][CH3:32])=[CH:29][CH:30]=3)[N:10]=2)=[CH:5][CH:4]=1 |f:3.4|. Procedure details: A mixture of 5-(4-(bis(4-methoxybenzyl)amino)-6-methyl-1,3,5-triazin-2-yl)-6-(6-methoxypyridin-3-ylamino)nicotinaldehyde (0.310 g, 0.537 mmol) and (R)-pyrrolidin-3-yl-methanol (0.163 mL, 1.610 mmol) in dichloromethane (0.035 mL, 0.537 mmol) and methanol (0.022 mL, 0.537 mmol) was treated with sodium triacetoxyborohydride (0.341 g, 1.610 mmol). The solution was stirred at room temperature overnight. The crude product was adsorbed onto a plug of silica gel and chromatographed through a Redi-Sep pr... Reactants: C(C)OC1=NC2=C(NC(C1)=O)C=CC=C2 (4-ethoxy-1,3-dihydro-benzo[b][1,4]diazepin-2-one), 3(A), potassium bistrimethyl silyl amide, BrCC(=O)N(C1=CC=CC=C1)C(C)C (2-bromo-N-isopropyl-N-phenyl-acetamide), ( A ). Run in C(C)(=O)OCC (ethyl acetate), CN(C)C=O (DMF), CN(C)C=O (DMF). Reaction conditions: temperature -17 celsius, time 20 minute. The product is C(C)OC1=NC2=C(N(C(C1)=O)CC(=O)N(C1=CC=CC=C1)C(C)C)C=CC=C2 (2-(4-ethoxy-2-oxo-2,3-dihydro-benzo[b][1,4]diazepin-1-yl)-N-isopropyl-N-phenyl-acetamide). Reaction SMILES: [CH2:1]([O:3][C:4]1[CH2:10][C:9](=[O:11])[NH:8][C:7]2[CH:12]=[CH:13][CH:14]=[CH:15][C:6]=2[N:5]=1)[CH3:2].Br[CH2:17][C:18]([N:20]([CH:27]([CH3:29])[CH3:28])[C:21]1[CH:26]=[CH:25][CH:24]=[CH:23][CH:22]=1)=[O:19]>CN(C=O)C.C(OCC)(=O)C>[CH2:1]([O:3][C:4]1[CH2:10][C:9](=[O:11])[N:8]([CH2:17][C:18]([N:20]([CH:27]([CH3:29])[CH3:28])[C:21]2[CH:26]=[CH:25][CH:24]=[CH:23][CH:22]=2)=[O:19])[C:7]2[CH:12]=[CH:13][CH:14]=[CH:15][C:6]=2[N:5]=1)[CH3:2]. Procedure details: To a solution of 4-ethoxy-1,3-dihydro-benzo[b][1,4]diazepin-2-one (Preparation 3(A) (5.0 g, 24.5 mmol) in DMF (100 mL) was added potassium bistrimethyl silyl amide (49 mL of 0.5 M solution in toluene, 24.5 mmol) at 0° C. The reaction mixture was stirred for 20 minutes and was cooled to −17° C. A solution of 2-bromo-N-isopropyl-N-phenyl-acetamide (Preparation 1 (A) (6.9 g, 27 mmol) in DMF (50 mL) was added dropwise so the internal temperature remained below −15° C. The reaction mixture was stirre... Reactants: [N+](=O)([O-])C (Nitromethane), CC(C)([O-])C.[K+] (potassium t-butoxide), II (iodine), S(=O)([O-])[O-].[Na+].[Na+] (sodium sulphite), IC1=CC=C(C=C1)S(=O)[O-].[Na+] (Sodium 4-iodobenzenesulphinate), Cl (hydrochloric acid). The solvent is CN(C)C=O (DMF), O (water). Reaction conditions: time 30 minute. Product: IC1=CC=C(C=C1)S(=O)(=O)C[N+](=O)[O-] ((4-iodophenylsulphonyl)nitromethane). Isolated yield 2.4%. Reaction SMILES: [N+:1]([CH3:4])([O-:3])=[O:2].CC(C)([O-])C.[K+].[I:11][C:12]1[CH:17]=[CH:16][C:15]([S:18]([O-:20])=[O:19])=[CH:14][CH:13]=1.[Na+].II.S([O-])([O-])=O.[Na+].[Na+].Cl>CN(C=O)C.O>[I:11][C:12]1[CH:17]=[CH:16][C:15]([S:18]([CH2:4][N+:1]([O-:3])=[O:2])(=[O:20])=[O:19])=[CH:14][CH:13]=1 |f:1.2,3.4,6.7.8|. Procedure: Nitromethane (12.0 g, 100 mmol) was added dropwise to a stirred solution of potassium t-butoxide (20 g, 178 mmol) in dry DMF (200 ml), the temperature being controlled at 0°-5° C. by external cooling. After addition was complete the mixture was stirred for an additional 30 minutes at 0°-5° C. Sodium 4-iodobenzenesulphinate (29.0 g, 100 mmol) was then added, followed by iodine (22.8 g, 90 mmol). The mixture was stirred at ambient temperature for 2 hours and then poured into water (3 liters). A co... Starting materials: Cl.ClC1=C(C=CC=C1Cl)N1CCNCC1 (1-(2,3-dichloro-phenyl)-piperazine hydrochloride), COC1=C(C=CC=C1)N1CCN(CC1)CCCCO (4-[4-(2-Methoxy-phenyl)-piperazin-1-yl]-butan-1-ol). The product is ClC1=C(C=CC=C1Cl)N1CCN(CC1)CCCCO (4-[4-(2,3-Dichloro-phenyl)-piperazin-1-yl]-butan-1-ol). Isolated yield 81.0%. Reaction SMILES: Cl.[Cl:2][C:3]1[C:8]([Cl:9])=[CH:7][CH:6]=[CH:5][C:4]=1[N:10]1[CH2:15][CH2:14][NH:13][CH2:12][CH2:11]1.C[O:17][C:18]1C=C[CH:21]=[CH:20][C:19]=1N1CCN(CCCCO)CC1>>[Cl:2][C:3]1[C:8]([Cl:9])=[CH:7][CH:6]=[CH:5][C:4]=1[N:10]1[CH2:15][CH2:14][N:13]([CH2:21][CH2:20][CH2:19][CH2:18][OH:17])[CH2:12][CH2:11]1 |f:0.1|. Procedure details: 4-[4-(2,3-Dichloro-phenyl)-piperazin-1-yl]-butan-1-ol (37A) is prepared from 1-(2,3-dichloro-phenyl)-piperazine hydrochloride as described for 30A. The reactants are FC(C(F)(F)F)(F)I (Pentafluoroethyl iodide), BrC1=CC=C(C=C1)I (1-bromo-4-iodobenzene). Reagents/catalysts: [Cu] (copper(0)). Run in CS(=O)C (DMSO). The product is BrC1=CC=C(C=C1)C(C(F)(F)F)(F)F (1-bromo-4-pentafluoroethylbenzene), IC1=CC=C(C=C1)C(C(F)(F)F)(F)F (1-iodo-4-pentafluoroethylbenzene). RXN SMILES: [F:1][C:2](I)([F:7])[C:3]([F:6])([F:5])[F:4].[Br:9][C:10]1[CH:15]=[CH:14][C:13]([I:16])=[CH:12][CH:11]=1>[Cu].CS(C)=O>[Br:9][C:10]1[CH:15]=[CH:14][C:13]([C:2]([F:7])([F:1])[C:3]([F:6])([F:5])[F:4])=[CH:12][CH:11]=1.[I:16][C:13]1[CH:14]=[CH:15][C:10]([C:2]([F:7])([F:1])[C:3]([F:6])([F:5])[F:4])=[CH:11][CH:12]=1. Reported procedure: Pentafluoroethyl iodide (521 mg, 2.12 mmol) was condensed into a vial containing 1-bromo-4-iodobenzene (300 mg, 1.06 mmol), copper(0) powder (135 mg, 2.12 mmol), and DMSO (5 mL). The vial was then sealed and subjected to microwave irradiation at 150° C. for 60 min. GC-MS proved consumption of the starting material yielding both 1-bromo-4-pentafluoroethylbenzene and 1-iodo-4-pentafluoroethylbenzene intermediates. The mixture (1.06 mmol) was transferred to a 250 mL round bottom flask and 3-p-tolyl... Reactants: CC(=O)O, O=N[O-], Nc1cc(=O)[nH]c(=S)n1CCc1nc2ccccc2[nH]1, [Na+], [Na+], [Na+], O, O=S([O-])S(=O)[O-]. The product is Nc1c(N)n(CCc2nc3ccccc3[nH]2)c(=S)[nH]c1=O. Reaction SMILES: [CH3:33][C:34](=[O:35])[OH:36].[N:21]([O-:22])=[O:23].[NH2:1][c:2]1[cH:3][c:4](=[O:20])[nH:5][c:6](=[S:19])[n:7]1[CH2:8][CH2:9][c:10]1[n:11][c:12]2[c:13]([nH:14]1)[cH:15][cH:16][cH:17][cH:18]2.[Na+:24].[Na+:31].[Na+:32].[OH2:37].[S:25]([S:26]([O-:27])=[O:28])([O-:29])=[O:30]>>[NH2:1][c:2]1[c:3]([NH2:21])[c:4](=[O:20])[nH:5][c:6](=[S:19])[n:7]1[CH2:8][CH2:9][c:10]1[n:11][c:12]2[c:13]([nH:14]1)[cH:15][cH:16][cH:17][cH:18]2. Reactants: CCOC(=O)c1cc2cc(Cl)cc(CN(C)C)c2[nH]1, C1CCOC1, CCO, Cl, [Li+], [OH-], O, O. Yields the product CN(C)Cc1cc(Cl)cc2cc(C(=O)O)[nH]c12. RXN SMILES: [CH2:1]([CH3:2])[O:3][C:4](=[O:5])[c:6]1[nH:7][c:8]2[c:9]([CH2:16][N:17]([CH3:18])[CH3:19])[cH:10][c:11]([Cl:15])[cH:12][c:13]2[cH:14]1.[CH2:24]1[O:25][CH2:26][CH2:27][CH2:28]1.[CH3:29][CH2:30][OH:31].[ClH:23].[Li+:21].[OH-:20].[OH2:22].[OH2:32]>>[O:3]=[C:4]([OH:5])[c:6]1[nH:7][c:8]2[c:9]([CH2:16][N:17]([CH3:18])[CH3:19])[cH:10][c:11]([Cl:15])[cH:12][c:13]2[cH:14]1.